From a dataset of the Open Reaction Database (ORD), a public repository of structured organic reaction records. describe an organic reaction: reactants, conditions, products, and yield Reactants: CCO, COC(=O)NC(C(=O)N1CC2(CC1C(=O)OCc1ccccc1)OCCO2)C(C)C. Yields the product COC(=O)NC(C(=O)N1CC2(CC1C(=O)O)OCCO2)C(C)C. Reaction SMILES: [CH2:31]([OH:32])[CH3:33].[CH3:1][O:2][C:3](=[O:4])[NH:5][CH:6]([C:7](=[O:8])[N:9]1[CH2:10][C:11]2([O:12][CH2:13][CH2:14][O:15]2)[CH2:16][CH:17]1[C:18](=[O:19])[O:20][CH2:21][c:22]1[cH:23][cH:24][cH:25][cH:26][cH:27]1)[CH:28]([CH3:29])[CH3:30]>>[CH3:1][O:2][C:3](=[O:4])[NH:5][CH:6]([C:7](=[O:8])[N:9]1[CH2:10][C:11]2([O:12][CH2:13][CH2:14][O:15]2)[CH2:16][CH:17]1[C:18](=[O:19])[OH:20])[CH:28]([CH3:29])[CH3:30]. Run in C(C)O (ethanol). Procedure: 0.23 g of 8-[1-(pyridin-3-yl)vinyl]-10-methoxymethyl-10H-pyrazino[2,3-b][1,4]benzothiazine was dissolved in 10 ml of ethanol and then hydrogenated in the presence of 0.056 g of 10% palladium-carbon (moisture content: 50%) in a hydrogen gas stream at room temperature for 26 hours. Thus 0.106 g of the title compound was obtained as yellow crystals. Starting materials: N1=CC(=CC=C1)C(=C)C=1C=CC2=C(N(C3=C(S2)N=CC=N3)COC)C1 (8-[1-(pyridin-3-yl)vinyl]-10-methoxymethyl-10H-pyrazino[2,3-b][1,4]benzothiazine), [H][H] (hydrogen). As a reaction SMILES: [N:1]1[CH:6]=[CH:5][CH:4]=[C:3]([C:7]([C:9]2[CH:10]=[CH:11][C:12]3[S:17][C:16]4[N:18]=[CH:19][CH:20]=[N:21][C:15]=4[N:14]([CH2:22][O:23][CH3:24])[C:13]=3[CH:25]=2)=[CH2:8])[CH:2]=1.[H][H]>C(O)C.[C].[Pd]>[N:1]1[CH:6]=[CH:5][CH:4]=[C:3]([CH:7]([C:9]2[CH:10]=[CH:11][C:12]3[S:17][C:16]4[N:18]=[CH:19][CH:20]=[N:21][C:15]=4[N:14]([CH2:22][O:23][CH3:24])[C:13]=3[CH:25]=2)[CH3:8])[CH:2]=1 |f:3.4|. Reagents/catalysts: [C].[Pd] (palladium-carbon). Yields the product N1=CC(=CC=C1)C(C)C=1C=CC2=C(N(C3=C(S2)N=CC=N3)COC)C1 (8-[1-(Pyridin-3-yl)ethyl]-10-methoxymethyl-10H-pyrazino[2,3-b][1,4]benzothiazine). Yield: 45.8%.